Task: describe an organic reaction: reactants, conditions, products, and yield. Dataset: the Open Reaction Database (ORD), a public repository of structured organic reaction records The reactants are CC(CC#N)COCc1ccccc1, Cc1ccccc1, CCCCCC, CCOC=O, [Cl-], [NH4+], O=S(=O)(O)O. Yields the product CC(CC=O)COCc1ccccc1. As a reaction SMILES: [CH2:1]([c:2]1[cH:3][cH:4][cH:5][cH:6][cH:7]1)[O:8][CH2:9][CH:10]([CH2:11][C:12]#[N:13])[CH3:14].[CH3:27][c:28]1[cH:29][cH:30][cH:31][cH:32][cH:33]1.[CH3:34][CH2:35][CH2:36][CH2:37][CH2:38][CH3:39].[CH:15](=[O:16])[O:17][CH2:18][CH3:19].[Cl-:20].[NH4+:21].[S:22](=[O:23])(=[O:24])([OH:25])[OH:26]>>[CH2:1]([c:2]1[cH:3][cH:4][cH:5][cH:6][cH:7]1)[O:8][CH2:9][CH:10]([CH2:11][CH:12]=[O:16])[CH3:14]. Reactants: CC(C)(C)[O-], CS(C)=O, NC(=O)c1cc(Cl)ccn1, [K+], Nc1cc(F)c(O)cc1F, [Na+], [OH-]. Product: NC(=O)c1cc(-c2cc(F)c(N)cc2F)ccn1. As a reaction SMILES: [CH3:11][C:12]([CH3:13])([O-:14])[CH3:15].[CH3:29][S:30](=[O:31])[CH3:32].[Cl:17][c:18]1[cH:19][c:20]([C:24](=[O:25])[NH2:26])[n:21][cH:22][cH:23]1.[K+:16].[NH2:1][c:2]1[cH:3][c:4]([F:10])[c:5]([OH:9])[cH:6][c:7]1[F:8].[Na+:28].[OH-:27]>>[NH2:1][c:2]1[cH:3][c:4]([F:10])[c:5](-[c:18]2[cH:19][c:20]([C:24](=[O:25])[NH2:26])[n:21][cH:22][cH:23]2)[cH:6][c:7]1[F:8]. Reactants: N1C([C@]2(C3=CC=CC=C13)C1=C(OC2)C=C2OCCC2=C1)=O ((3R)-5,6-dihydrospiro[benzo[1,2-b:5,4-b′]difuran-3,3′-indol]-2′(1′H)-one), ClCC=1C=NC(=NC1)OC (5-(chloromethyl)-2-methoxypyrimidine), N1C(C2(C3=CC=CC=C13)C1=C(OC2)C=C2OCCC2=C1)=O (5,6-dihydrospiro[benzo[1,2-b:5,4-b′]difuran-3,3′-indol]-2′(1′H)-one), BrCCCCC (1-bromopentane). Yields the product C(C)(C)(CC)N1C([C@]2(C3=CC=CC=C13)C1=C(OC2)C=C2OCCC2=C1)=O ((3R)-t-pentyl-5,6-dihydrospiro[benzo[1,2-b:5,4-b′]difuran-3,3′-indol]-2′(1′H)-one). RXN SMILES: [NH:1]1[C:9]2[C:4](=[CH:5][CH:6]=[CH:7][CH:8]=2)[C@@:3]2([CH2:13][O:12][C:11]3[CH:14]=[C:15]4[C:19](=[CH:20][C:10]2=3)[CH2:18][CH2:17][O:16]4)[C:2]1=[O:21].N1C2[C:25](=[CH:26]C=CC=2)[C:24]2(COC3C=C4C(=C[C:31]2=3)CCO4)[C:23]1=O.BrCCCCC.ClCC1C=NC(OC)=NC=1>>[C:24]([N:1]1[C:9]2[C:4](=[CH:5][CH:6]=[CH:7][CH:8]=2)[C@@:3]2([CH2:13][O:12][C:11]3[CH:14]=[C:15]4[C:19](=[CH:20][C:10]2=3)[CH2:18][CH2:17][O:16]4)[C:2]1=[O:21])([CH2:25][CH3:26])([CH3:31])[CH3:23]. Procedure: Following the procedure as described in EXAMPLE 5 and making non-critical variations using (3R)-5,6-dihydrospiro[benzo[1,2-b:5,4-b′]difuran-3,3′-indol]-2′(1′H)-one to replace 5,6-dihydrospiro[benzo[1,2-b:5,4-b′]difuran-3,3′-indol]-2′(1′H)-one, and 1-bromopentane to replace 5-(chloromethyl)-2-methoxypyrimidine, (3R)-t-pentyl-5,6-dihydrospiro[benzo[1,2-b:5,4-b′]difuran-3,3′-indol]-2′(1′H)-one was obtained (78%) as a colorless solid: mp 128-129° C. (diethyl ether); 1H NMR (300 MHz, CDCl3) δ7.33-7.2... Starting materials: Cc1cc(-c2n[nH]c(Cc3ccccc3)n2)sc1C(=O)O, CCN=C=NCCCN(C)C, CN(C)C=O, CCOC(C)=O, CCN(C(C)C)C(C)C, Cl, NCc1cccnc1, On1nnc2ccccc21. The product is Cc1cc(-c2n[nH]c(Cc3ccccc3)n2)sc1C(=O)NCc1cccnc1. RXN SMILES: [CH2:1]([c:2]1[cH:3][cH:4][cH:5][cH:6][cH:7]1)[c:8]1[n:9][c:10](-[c:13]2[cH:14][c:15]([CH3:21])[c:16]([C:18](=[O:19])[OH:20])[s:17]2)[n:11][nH:12]1.[CH2:33]([N:34]=[C:35]=[N:36][CH2:37][CH2:38][CH2:39][N:40]([CH3:41])[CH3:42])[CH3:43].[CH3:61][N:62]([CH3:63])[CH:64]=[O:65].[CH3:66][CH2:67][O:68][C:69](=[O:70])[CH3:71].[CH:44]([N:45]([CH2:46][CH3:47])[CH:48]([CH3:49])[CH3:50])([CH3:51])[CH3:52].[ClH:32].[NH2:53][CH2:54][c:55]1[cH:56][n:57][cH:58][cH:59][cH:60]1.[OH:22][n:23]1[c:24]2[cH:25][cH:26][cH:27][cH:28][c:29]2[n:30][n:31]1>>[CH2:1]([c:2]1[cH:3][cH:4][cH:5][cH:6][cH:7]1)[c:8]1[n:9][c:10](-[c:13]2[cH:14][c:15]([CH3:21])[c:16]([C:18](=[O:20])[NH:53][CH2:54][c:55]3[cH:56][n:57][cH:58][cH:59][cH:60]3)[s:17]2)[n:11][nH:12]1. The reactants are BrC=1C=C2C(=NC1)C1(C(N2)=O)CCOCC1 (6′-bromo-2,3,5,6-tetrahydrospiro[pyran-4,3′-pyrrolo[3,2-b]pyridin]-2′(1′H)-one), [H-].COCCO[Al+]OCCOC.[Na+].[H-] (sodium bis(2-methoxyethoxy)aluminium hydride). The solvent is C1(=CC=CC=C1)C (toluene). Product: BrC=1C=C2C(=NC1)C1(CN2)CCOCC1 (6′-Bromo-1′,2,2′,3,5,6-hexahydrospiro[pyran-4,3′-pyrrolo[3,2-b]pyridine]). As a reaction SMILES: [Br:1][C:2]1[CH:3]=[C:4]2[NH:10][C:9](=O)[C:8]3([CH2:16][CH2:15][O:14][CH2:13][CH2:12]3)[C:5]2=[N:6][CH:7]=1.[H-].COCCO[Al+]OCCOC.[Na+].[H-]>C1(C)C=CC=CC=1>[Br:1][C:2]1[CH:3]=[C:4]2[NH:10][CH2:9][C:8]3([CH2:16][CH2:15][O:14][CH2:13][CH2:12]3)[C:5]2=[N:6][CH:7]=1 |f:1.2.3.4|. Procedure: Prepared according to procedure K using 6′-bromo-2,3,5,6-tetrahydrospiro[pyran-4,3′-pyrrolo[3,2-b]pyridin]-2′(1′H)-one (138 mg, 0.487 mmol) and sodium bis(2-methoxyethoxy)aluminium hydride (304 μL, 1.560 mmol) in toluene (3 mL). After purification 6′-bromo-1′,2,2′,3,5,6-hexahydrospiro[pyran-4,3′-pyrrolo[3,2-b]pyridine] was obtained as a white solid. Reactants: C(C1=CC=CC=C1)N1CCN2C1=C(C(=C(C2=O)C)OS(=O)(=O)C(F)(F)F)[N+](=O)[O-] (Trifluoro-methanesulfonic acid 1-benzyl-6-methyl-8-nitro-5-oxo-1,2,3,5-tetrahydro-imidazo[1,2-a]pyridin-7-yl ester), FC1=C(C=CC(=C1)[Si](C)(C)C)N (2-fluoro-4-trimethylsilanyl-phenylamine), CC1(C2=C(C(=CC=C2)P(C3=CC=CC=C3)C4=CC=CC=C4)OC5=C(C=CC=C51)P(C6=CC=CC=C6)C7=CC=CC=C7)C (xantphos), [O-]P(=O)([O-])[O-].[K+].[K+].[K+] (K3PO4). The reagents and catalysts are C=1C=CC(=CC1)/C=C/C(=O)/C=C/C2=CC=CC=C2.C=1C=CC(=CC1)/C=C/C(=O)/C=C/C2=CC=CC=C2.C=1C=CC(=CC1)/C=C/C(=O)/C=C/C2=CC=CC=C2.[Pd].[Pd] (Pd2(dba)3). The solvent is C1(=CC=CC=C1)C (toluene). Product: C(C1=CC=CC=C1)N1CCN2C1=C(C(=C(C2=O)C)NC2=C(C=C(C=C2)[Si](C)(C)C)F)[N+](=O)[O-] (1-Benzyl-7-(2-fluoro-4-trimethylsilanyl-phenylamino)-6-methyl-8-nitro-2,3-dihydro-1H-imidazo[1,2-a]pyridin-5-one). Isolated yield 85.7%. RXN SMILES: [CH2:1]([N:8]1[C:12]2=[C:13]([N+:27]([O-:29])=[O:28])[C:14](OS(C(F)(F)F)(=O)=O)=[C:15]([CH3:18])[C:16](=[O:17])[N:11]2[CH2:10][CH2:9]1)[C:2]1[CH:7]=[CH:6][CH:5]=[CH:4][CH:3]=1.[F:30][C:31]1[CH:36]=[C:35]([Si:37]([CH3:40])([CH3:39])[CH3:38])[CH:34]=[CH:33][C:32]=1[NH2:41].CC1(C)C2C(=C(P(C3C=CC=CC=3)C3C=CC=CC=3)C=CC=2)OC2C(P(C3C=CC=CC=3)C3C=CC=CC=3)=CC=CC1=2.[O-]P([O-])([O-])=O.[K+].[K+].[K+]>C1(C)C=CC=CC=1.C1C=CC(/C=C/C(/C=C/C2C=CC=CC=2)=O)=CC=1.C1C=CC(/C=C/C(/C=C/C2C=CC=CC=2)=O)=CC=1.C1C=CC(/C=C/C(/C=C/C2C=CC=CC=2)=O)=CC=1.[Pd].[Pd]>[CH2:1]([N:8]1[C:12]2=[C:13]([N+:27]([O-:29])=[O:28])[C:14]([NH:41][C:32]3[CH:33]=[CH:34][C:35]([Si:37]([CH3:39])([CH3:38])[CH3:40])=[CH:36][C:31]=3[F:30])=[C:15]([CH3:18])[C:16](=[O:17])[N:11]2[CH2:10][CH2:9]1)[C:2]1[CH:3]=[CH:4][CH:5]=[CH:6][CH:7]=1 |f:3.4.5.6,8.9.10.11.12|. Procedure: Trifluoro-methanesulfonic acid 1-benzyl-6-methyl-8-nitro-5-oxo-1,2,3,5-tetrahydro-imidazo[1,2-a]pyridin-7-yl ester (I-1e: 500 mg, 0.001 mol) in toluene (15 mL) was reacted with 2-fluoro-4-trimethylsilanyl-phenylamine (221 mg, 0.001 mol) in the presence of Pd2(dba)3 (63.3 mg, 0.0001 mol), xantphos (40 mg, 0.0001 mol) and K3PO4 (367 mg, 0.002 mol) and the reaction mixture was heated to reflux for 1 hour. Reaction workup yields the crude product which was purified by column chromatography on silica... Reactants: BrC1=CC=C(C=C1)N1N=C2C=C(C(=CC2=C1C(=O)NC)C1CC1)N(C1CNCC1)S(=O)(=O)C (2-(4-bromophenyl)-5-cyclopropyl-N-methyl-6-[(methylsulfonyl)(pyrrolidin-3-yl)amino]-2H-indazole-3-carboxamide), CCN(C(C)C)C(C)C (DIPEA), CS(=O)(=O)Cl (methanesulfonyl chloride). Run in C(Cl)Cl (DCM). Run at time 20 minute. The product is BrC1=CC=C(C=C1)N1N=C2C=C(C(=CC2=C1C(=O)NC)C1CC1)N(C1CN(CC1)S(=O)(=O)C)S(=O)(=O)C (2-(4-bromophenyl)-5-cyclopropyl-N-methyl-6-{(methylsulfonyl)[1-(methylsulfonyl)pyrrolidin-3-yl]amino}-2H-indazole-3-carboxamide). Isolated yield 36.0%. Reaction SMILES: [Br:1][C:2]1[CH:7]=[CH:6][C:5]([N:8]2[C:16]([C:17]([NH:19][CH3:20])=[O:18])=[C:15]3[C:10]([CH:11]=[C:12]([N:24]([S:30]([CH3:33])(=[O:32])=[O:31])[CH:25]4[CH2:29][CH2:28][NH:27][CH2:26]4)[C:13]([CH:21]4[CH2:23][CH2:22]4)=[CH:14]3)=[N:9]2)=[CH:4][CH:3]=1.CCN(C(C)C)C(C)C.[CH3:43][S:44](Cl)(=[O:46])=[O:45]>C(Cl)Cl>[Br:1][C:2]1[CH:7]=[CH:6][C:5]([N:8]2[C:16]([C:17]([NH:19][CH3:20])=[O:18])=[C:15]3[C:10]([CH:11]=[C:12]([N:24]([S:30]([CH3:33])(=[O:32])=[O:31])[CH:25]4[CH2:29][CH2:28][N:27]([S:44]([CH3:43])(=[O:46])=[O:45])[CH2:26]4)[C:13]([CH:21]4[CH2:23][CH2:22]4)=[CH:14]3)=[N:9]2)=[CH:4][CH:3]=1. Procedure: To a solution of 2-(4-bromophenyl)-5-cyclopropyl-N-methyl-6-[(methylsulfonyl)(pyrrolidin-3-yl)amino]-2H-indazole-3-carboxamide in DCM at 0° C. was added DIPEA (4 μL, 0.023 mmol), followed by methanesulfonyl chloride (3 μL, 0.039 mmol) and the mixture was stirred at RT for 20 min. The mixture was concentrated to dryness and purified by preparative LCMS (5-40-100% ACN in 0.1% aqueous formic acid) to afford Compound (52) as a white solid (1.4 mg, 36%). ESI-MS m/z calculated for [M+H]+: 610.1/612.1;... Reactants: CC(=O)O.CC(=O)O.C=1C(=CC=C(C1)Cl)N/C(=N/C(=N/CCCCCC/N=C(/N=C(/NC2=CC=C(C=C2)Cl)\N)\N)/N)/N (Chlorhexidine Diacetate), Digluconate, C1(=C(C(=C(C(=C1F)F)F)N)F)N.Cl.Cl (Dihydrochloride). The product is C(C)OC(=O)C1=CC=C(O)C=C1 (Ethylparaben). RXN SMILES: [CH3:1][C:2]([OH:4])=[O:3].CC(O)=[O:7].C1C(N/C(/N)=N/C(/N)=N/CCCCCC/N=C(\N)/N=C(\N)/N[C:32]2[CH:37]=[CH:36][C:35](Cl)=[CH:34]C=2)=CC=C(Cl)C=1.[C:43]1(N)[C:48](F)=C(F)C(F)=C(N)C=1F.Cl.Cl>>[CH2:48]([O:3][C:2]([C:1]1[CH:34]=[CH:35][C:36]([OH:7])=[CH:37][CH:32]=1)=[O:4])[CH3:43] |f:0.1.2,3.4.5|. Procedure details: Chlorhexidine Diacetate, Digluconate or Dihydrochloride